From a dataset of the Open Reaction Database (ORD), a public repository of structured organic reaction records. describe an organic reaction: reactants, conditions, products, and yield The reactants are O=C([O-])[O-], CCOC(C)=O, O=C(Cl)c1ccccc1Cl, [K+], [K+], Nc1ccc2c(c1)CCC2, O. Product: O=C(Nc1ccc2c(c1)CCC2)c1ccccc1Cl. RXN SMILES: [C:21](=[O:22])([O-:23])[O-:24].[CH3:27][CH2:28][O:29][C:30](=[O:31])[CH3:32].[Cl:1][C:2](=[O:3])[c:4]1[cH:5][cH:6][cH:7][cH:8][c:9]1[Cl:10].[K+:25].[K+:26].[NH2:11][c:12]1[cH:13][c:14]2[c:18]([cH:19][cH:20]1)[CH2:17][CH2:16][CH2:15]2.[OH2:33]>>[C:2](=[O:3])([c:4]1[cH:5][cH:6][cH:7][cH:8][c:9]1[Cl:10])[NH:11][c:12]1[cH:13][c:14]2[c:18]([cH:19][cH:20]1)[CH2:17][CH2:16][CH2:15]2. The reactants are ClC=1C=C(N)C=CC1C (3-Chloro-4-methylaniline), C(O)([O-])=O.[Na+] (sodium hydrogen carbonate), C(C)OC(CBr)OCC (bromoacetaldehyde diethyl acetal). The solvent is C(C)O (ethanol). Yields the product ClC=1C=C(C=CC1C)NCC(OCC)OCC (N-(3-Chloro4-methylphenyl)-2,2-diethoxyethylamine). Yield: 26.2%. RXN SMILES: [Cl:1][C:2]1[CH:3]=[C:4]([CH:6]=[CH:7][C:8]=1[CH3:9])[NH2:5].C(=O)([O-])O.[Na+].[CH2:15]([O:17][CH:18]([O:21][CH2:22][CH3:23])[CH2:19]Br)[CH3:16]>C(O)C>[Cl:1][C:2]1[CH:3]=[C:4]([NH:5][CH2:19][CH:18]([O:21][CH2:22][CH3:23])[O:17][CH2:15][CH3:16])[CH:6]=[CH:7][C:8]=1[CH3:9] |f:1.2|. Procedure details: 3-Chloro-4-methylaniline (10.26 g, 72.5 mmol), sodium hydrogen carbonate (9.1 g, 108 mmol) and bromoacetaldehyde diethyl acetal (13.1 ml, 87.1 mmol) were stirred at reflux under Ar in ethanol (150 ml) for 6 days. The mixture was then evaporated to dryness, partitioned between ether and water, and separated. The organic portion was washed with brine, dried (Na2SO4) and evaporated to a black oil. Bulb to bulb distillation of this crude material (oven temperature 175° C., ca 0.1 mmHg) then gave the...